This data is from the Open Reaction Database (ORD), a public repository of structured organic reaction records. The task is: describe an organic reaction: reactants, conditions, products, and yield Starting materials: Br.C(C)(C)(C)OC(=O)CN1CCN(CCN(CCNCC1)CC(=O)OC(C)(C)C)CC(=O)OC(C)(C)C (1,4,7-Tri-tertbutoxycarbonylmethyl-1,4,7,10-tetraazacyclododecane hydrobromide), BrCC(=O)OC (Methyl bromoacetate). The solvent is C(C)#N (acetonitrile). Run at time 18 hour. The product is C(C)(C)(C)OC(=O)CN1CCN(CCN(CCN(CC1)CC(=O)OC)CC(=O)OC(C)(C)C)CC(=O)OC(C)(C)C (1,4,7-Tri-tertbutoxycarbonylmethyl-10-methoxycarbonylmethyl-1,4,7,10-tetraazacyclododecane). Isolated yield 93.3%. Reaction SMILES: Br.[C:2]([O:6][C:7]([CH2:9][N:10]1[CH2:21][CH2:20][NH:19][CH2:18][CH2:17][N:16]([CH2:22][C:23]([O:25][C:26]([CH3:29])([CH3:28])[CH3:27])=[O:24])[CH2:15][CH2:14][N:13]([CH2:30][C:31]([O:33][C:34]([CH3:37])([CH3:36])[CH3:35])=[O:32])[CH2:12][CH2:11]1)=[O:8])([CH3:5])([CH3:4])[CH3:3].Br[CH2:39][C:40]([O:42][CH3:43])=[O:41]>C(#N)C>[C:2]([O:6][C:7]([CH2:9][N:10]1[CH2:21][CH2:20][N:19]([CH2:39][C:40]([O:42][CH3:43])=[O:41])[CH2:18][CH2:17][N:16]([CH2:22][C:23]([O:25][C:26]([CH3:27])([CH3:28])[CH3:29])=[O:24])[CH2:15][CH2:14][N:13]([CH2:30][C:31]([O:33][C:34]([CH3:37])([CH3:36])[CH3:35])=[O:32])[CH2:12][CH2:11]1)=[O:8])([CH3:5])([CH3:3])[CH3:4] |f:0.1|. Procedure: 1,4,7-Tri-tertbutoxycarbonylmethyl-1,4,7,10-tetraazacyclododecane hydrobromide (25.0 g, 42 mmol) was slurried in acetonitrile and treated with TMG (70 mL). Methyl bromoacetate (6.5 g, 42 mmol) was added in one portion, and the mixture was refluxed for 3 hours. After stirring at ambient temperature for an additional 18 hours, the solvent and excess TMG were removed by rotary evaporation. The residue was dissolved in CHCl3, washed with water, and dried (Na2SO4). Evaporation of the solvent afforded...